This data is from the Open Reaction Database (ORD), a public repository of structured organic reaction records. The task is: describe an organic reaction: reactants, conditions, products, and yield Starting materials: O1C(COC2=C(C(=C(C=C2)Cl)Cl)OCC2=CC=CC=C2)C1 (1-(2,3-epoxypropyloxy)-2-benzyloxy-3,4-dichlorobenzene). Reagents/catalysts: [Pd] (palladium on carbon). The solvent is C(C)(=O)OCC (ethyl acetate). The product is O1C(COC2=C(C(=C(C=C2)Cl)Cl)O)C1 (1-(2,3-epoxypropyloxy)-2-hydroxy-3,4-dichlorobenzene). Yield: 106.3%. Reaction SMILES: [O:1]1[CH2:21][CH:2]1[CH2:3][O:4][C:5]1[CH:10]=[CH:9][C:8]([Cl:11])=[C:7]([Cl:12])[C:6]=1[O:13]CC1C=CC=CC=1>C(OCC)(=O)C.[Pd]>[O:1]1[CH2:21][CH:2]1[CH2:3][O:4][C:5]1[CH:10]=[CH:9][C:8]([Cl:11])=[C:7]([Cl:12])[C:6]=1[OH:13]. Reported procedure: In 140 ml of ethyl acetate, 5.595 g of 1-(2,3-epoxypropyloxy)-2-benzyloxy-3,4-dichlorobenzene is hydrogenated under atmospheric pressure using 1.65 g of 5% palladium on carbon (50% moisture) as catalyst (for 20 minutes, 625 ml of hydrogen gas is absorbed.). After the catalyst is filtered off, the filtrate is evaporated to give 4.3 g of 1-(2,3-epoxypropyloxy)-2-hydroxy-3,4-dichlorobenzene.